From a dataset of the Open Reaction Database (ORD), a public repository of structured organic reaction records. describe an organic reaction: reactants, conditions, products, and yield Starting materials: Br.CC1=NC(=CC(=C1)C1=C(N=C(S1)N)C)C (5-(2,6-Dimethyl-pyridin-4-yl)-4-methyl-thiazol-2-ylamine hydrobromide), C[O-].[Na+] (sodium methoxide), solution. The solvent is CO (methanol), CO (methanol). Product: CC1=NC(=CC(=C1)C1=C(N=C(S1)N)C)C (5-(2,6-Dimethyl-pyridin-4-yl)-4-methyl-thiazol-2-ylamine). Reaction SMILES: Br.[CH3:2][C:3]1[CH:8]=[C:7]([C:9]2[S:13][C:12]([NH2:14])=[N:11][C:10]=2[CH3:15])[CH:6]=[C:5]([CH3:16])[N:4]=1.C[O-].[Na+]>CO>[CH3:2][C:3]1[CH:8]=[C:7]([C:9]2[S:13][C:12]([NH2:14])=[N:11][C:10]=2[CH3:15])[CH:6]=[C:5]([CH3:16])[N:4]=1 |f:0.1,2.3|. Procedure details: To a stirred solution of 5-(2,6-Dimethyl-pyridin-4-yl)-4-methyl-thiazol-2-ylamine hydrobromide (3.29 g, 11 mmol) in methanol (30 ml) is added sodium methoxide (2 ml of a 30% solution in methanol, 11 mmol). The resulting mixture is filtered through Celite™ filter material and concentrated in vacuo to yield the titled compound. Starting materials: ClC1=CC(=C(N)C(=C1)[N+](=O)[O-])C (4-chloro-2-methyl-6-nitroaniline), ClC1=NC=C(C(=O)Cl)C=C1 (6-chloronicotinoyl chloride). The product is ClC1=CC=C(C=N1)C(=O)NC1=C(C=C(C=C1C)Cl)[N+](=O)[O-] (6-Chloro-N-(4-chloro-6-methyl-2-nitrophenyl)-3-pyridinecarboxamide). RXN SMILES: [Cl:1][C:2]1[CH:8]=[C:7]([N+:9]([O-:11])=[O:10])[C:5]([NH2:6])=[C:4]([CH3:12])[CH:3]=1.[Cl:13][C:14]1[CH:22]=[CH:21][C:17]([C:18](Cl)=[O:19])=[CH:16][N:15]=1>>[Cl:13][C:14]1[N:15]=[CH:16][C:17]([C:18]([NH:6][C:5]2[C:4]([CH3:12])=[CH:3][C:2]([Cl:1])=[CH:8][C:7]=2[N+:9]([O-:11])=[O:10])=[O:19])=[CH:21][CH:22]=1. Procedure: The title compound was prepared from 4-chloro-2-methyl-6-nitroaniline (204 mg, 1.09 mmol) and 6-chloronicotinoyl chloride (192 mg, 1.09 mmol) and obtained as a light yellow solid as described in Example 62. 1H NMR (CDCl3): 9.13 (s, 1H), 8.96 (dd, J=0.6, 2.4 Hz, 1H), 8.20 (dd, J=2.7, 8.4 Hz, 1H), 7.93 (d, J=2.4 Hz, 1H), 7.59 (d, J=2.4 Hz, 1H), 7.51 (dd, J=0.6, 8.1 Hz, 1H), 2.38 (s, 3H).